This data is from the Open Reaction Database (ORD), a public repository of structured organic reaction records. The task is: describe an organic reaction: reactants, conditions, products, and yield The reactants are COC(C)(C)C, C1CCOC1, CC(=O)c1cc(C)c(C#C[Si](C)(C)C)s1, O=C(c1cc(Cl)cc(Cl)c1)C(F)(F)F, [H-], [Li+]. Yields the product Cc1cc(C(=O)CC(O)(c2cc(Cl)cc(Cl)c2)C(F)(F)F)sc1C#C[Si](C)(C)C. RXN SMILES: [C:32]([O:33][CH3:34])([CH3:35])([CH3:36])[CH3:37].[CH2:38]1[O:39][CH2:40][CH2:41][CH2:42]1.[CH3:17][c:18]1[cH:19][c:20]([C:29]([CH3:30])=[O:31])[s:21][c:22]1[C:23]#[C:24][Si:25]([CH3:26])([CH3:27])[CH3:28].[Cl:3][c:4]1[cH:5][c:6]([C:11]([C:12]([F:13])([F:14])[F:15])=[O:16])[cH:7][c:8]([Cl:10])[cH:9]1.[H-:1].[Li+:2]>>[Cl:3][c:4]1[cH:5][c:6]([C:11]([C:12]([F:13])([F:14])[F:15])([OH:16])[CH2:30][C:29]([c:20]2[cH:19][c:18]([CH3:17])[c:22]([C:23]#[C:24][Si:25]([CH3:26])([CH3:27])[CH3:28])[s:21]2)=[O:31])[cH:7][c:8]([Cl:10])[cH:9]1. As a reaction SMILES: [C:1]([NH:4][C:5]1[CH:6]=[C:7]2[C:12](=[CH:13][CH:14]=1)[C:11](=[O:15])[CH2:10][CH2:9][CH2:8]2)(=[O:3])[CH3:2].[CH:16]1([CH:21]=O)[CH2:20][CH2:19][CH2:18][CH2:17]1.N1CCCC1.Cl>CO>[CH:16]1(/[CH:21]=[C:10]2/[C:11](=[O:15])[C:12]3[CH:13]=[CH:14][C:5]([NH:4][C:1](=[O:3])[CH3:2])=[CH:6][C:7]=3[CH2:8][CH2:9]/2)[CH2:20][CH2:19][CH2:18][CH2:17]1. Reported procedure: A mixture of 6-acetamido-1-tetralone (200 mg, 0.98 mmol) and cyclopentanecarboxaldehyde (0.21 mL, 1.9 mmol) in methanol (2 mL) was treated with pyrrolidine (0.25 mL, 2.9 mmol) at room temperature for 1 hour then heated at 55° C. overnight. The mixture was cooled to room temperature, treated with 1N Hydrogen chloride (4 mL) was filtered thru a Chem Elute tube (CE101 1) eluting with 90% dichloromethane/10% ethyl acetate and condensed filtrate to give (E)-N-(6-(cyclopentylmethylene)-5-oxo-5,6,7,8-t... Solvent: CO (methanol). Run at temperature 55 celsius. Yield: 72.4%. Product: C1(CCCC1)\C=C/1\C(C=2C=CC(=CC2CC1)NC(C)=O)=O ((E)-N-(6-(cyclopentylmethylene)-5-oxo-5,6,7,8-tetrahydronaphthalen-2-yl)acetamide). The reactants are Cl (Hydrogen chloride), C(C)(=O)NC=1C=C2CCCC(C2=CC1)=O (6-acetamido-1-tetralone), C1(CCCC1)C=O (cyclopentanecarboxaldehyde), N1CCCC1 (pyrrolidine). The reactants are C(C1=CC=CC=C1)N1CCC(CC1)(C=C)CC=O ((1-benzyl-4-vinylpiperidin-4-yl)acetaldehyde), CO (methanol), [Cr](=O)(=O)([O-])O[Cr](=O)(=O)[O-].[NH+]1=CC=CC=C1.[NH+]1=CC=CC=C1 (pyridinium dichromate), C(C)OCC (diethyl ether). Solvent: CN(C=O)C (N,N-dimethylformamide). Run at time 20 hour. Product: C(C1=CC=CC=C1)N1CCC(CC1)(C=C)CC(=O)OC (Methyl (1-benzyl-4-vinylpiperidin-4-yl)acetate). As a reaction SMILES: [CH2:1]([N:8]1[CH2:13][CH2:12][C:11]([CH2:16][CH:17]=[O:18])([CH:14]=[CH2:15])[CH2:10][CH2:9]1)[C:2]1[CH:7]=[CH:6][CH:5]=[CH:4][CH:3]=1.CO.[Cr](O[Cr]([O-])(=O)=O)([O-])(=O)=O.[NH+]1C=CC=CC=1.[NH+]1C=CC=CC=1.[CH2:42]([O:44]CC)C>CN(C)C=O>[CH2:1]([N:8]1[CH2:13][CH2:12][C:11]([CH2:16][C:17]([O:44][CH3:42])=[O:18])([CH:14]=[CH2:15])[CH2:10][CH2:9]1)[C:2]1[CH:7]=[CH:6][CH:5]=[CH:4][CH:3]=1 |f:2.3.4|. Reported procedure: To a solution of 0.486 g of (1-benzyl-4-vinylpiperidin-4-yl)acetaldehyde in N,N-dimethylformamide (10 ml) were added 0.48 g of methanol and 4.50 g of pyridinium dichromate and the resulting mixture was stirred at room temperature for 20 hours. After adding 100 ml of diethyl ether, the reaction mixture was filtered through celite. After concentrating under reduced pressure, the residue was purified by silica gel column chromatography (eluted with dichloromethane/methanol) to thereby give 0.321 g ... Starting materials: C (charcoal), C1(CCCCC1)CNC(C(=O)O)C1=CC(=C(C(=C1)C(C)(C)C)O)C(C)(C)C ((Cyclohexylmethyl-amino)-(3,5-di-tert-butyl-4-hydroxy-phenyl)-acetic acid), C(C1=CC=CC=C1)N (benzyl amine), N,N1 -dicyclohexylcarbodiimide, ON1N=NC2=C1C=CC=C2 (1-hydroxybenzotriazole). The solvent is C(Cl)Cl (methylene chloride), CO (methanol). Reaction conditions: time 24 hour. Yields the product C(C1=CC=CC=C1)NC(C(C1=CC(=C(C(=C1)C(C)(C)C)O)C(C)(C)C)NCC1CCCCC1)=O (N-Benzyl-2-(cyclohexylmethyl-amino)-2-(3,5-di-tert-butyl-4-hydroxy-phenyl)-acetamide). The yield is 22.4%. Reaction SMILES: [CH:1]1([CH2:7][NH:8][CH:9]([C:13]2[CH:18]=[C:17]([C:19]([CH3:22])([CH3:21])[CH3:20])[C:16]([OH:23])=[C:15]([C:24]([CH3:27])([CH3:26])[CH3:25])[CH:14]=2)[C:10](O)=[O:11])[CH2:6][CH2:5][CH2:4][CH2:3][CH2:2]1.[CH2:28]([NH2:35])[C:29]1[CH:34]=[CH:33][CH:32]=[CH:31][CH:30]=1.ON1C2C=CC=CC=2N=N1.C>CO.C(Cl)Cl>[CH2:28]([NH:35][C:10](=[O:11])[CH:9]([NH:8][CH2:7][CH:1]1[CH2:2][CH2:3][CH2:4][CH2:5][CH2:6]1)[C:13]1[CH:18]=[C:17]([C:19]([CH3:21])([CH3:20])[CH3:22])[C:16]([OH:23])=[C:15]([C:24]([CH3:25])([CH3:27])[CH3:26])[CH:14]=1)[C:29]1[CH:34]=[CH:33][CH:32]=[CH:31][CH:30]=1. Reported procedure: To a methylene chloride (5 mL) solution of Example 22 (0.36 g, 0.96 mmol) was added benzyl amine (110 mg, 1.0 mmol), N,N1 -dicyclohexylcarbodiimide (DCC) (206 mg, 1.0 mmol), and 1-hydroxybenzotriazole (HOBT) (135 mg, 1.0 mmol). The solution was stirred at room temperature for 24 hours. The mixture was filtered free of insolubles and the filtrate evaporated to give an oil. The oil was dissolved in methanol (30 mL) treated with charcoal and evaporated to a foam. The foam was dissolved in ethyl ace... The reactants are C(=C)C1=CC=C(CC(C(=O)OCC)C2(C)OCCO2)C=C1 (ethyl 2-(4-vinylbenzyl)-3,3-(ethylenedioxy)butanoate), C1(CCCO1)=O (g-butyrolactone), resultant solution, Cl (HCl), [NH4+].[OH-] (NH4OH). Reaction conditions: temperature 110 celsius. Yields the product C(C)C(C(=O)O)(C1(C)OCCO1)CC1=CC=C(C=C1)C=C (ethyl 2-(4-vinylbenzyl)-3,3-(ethylenedioxy)butanoic acid). RXN SMILES: [CH:1]([C:3]1[CH:21]=[CH:20][C:6]([CH2:7][CH:8]([C:14]2([O:19][CH2:18][CH2:17][O:16]2)[CH3:15])[C:9]([O:11]CC)=[O:10])=[CH:5][CH:4]=1)=[CH2:2].[NH4+].[OH-].Cl.[C:25]1(=O)OCC[CH2:26]1>>[CH2:25]([C:8]([CH2:7][C:6]1[CH:5]=[CH:4][C:3]([CH:1]=[CH2:2])=[CH:21][CH:20]=1)([C:14]1([O:16][CH2:17][CH2:18][O:19]1)[CH3:15])[C:9]([OH:11])=[O:10])[CH3:26] |f:1.2|. Procedure details: Ethyl 2-(4-vinylbenzyl)-3,3-(ethylenedioxy)butanoate polymer (formed in Example 3) (1.9 g, 7.7 mmol) was dissolved in g-butyrolactone (30 ml). A solution of NH4OH (30% in water) was added and the solution warmed to 110 ° C. for 5 hours. The resultant solution was made slightly acidic with the addition of HCl and the ethyl 2-(4-vinylbenzyl)-3,3-(ethylenedioxy)butanoic acid polymer precipitated into toluene and dried as a white powder (0.6g). Reactants: ClC=1C(OC(C1C1=CC=C(C=C1)Cl)=O)=O (3-chloro-4-(4-chlorophenyl)furan-2,5-dione), CN(N)C1=CC=CC=C1 (N-methyl-N-phenylhydrazine). The solvent is C(Cl)(Cl)Cl (chloroform), C(Cl)(Cl)Cl (chloroform). Conditions: time 8 hour. Yields the product ClC=1C(N(C(C1C1=CC=C(C=C1)Cl)=O)N(C1=CC=CC=C1)C)=O (3-Chloro-4-(4-chlorophenyl)-1-(N-methyl-N-phenylamino)pyrrol-2,5-dione). RXN SMILES: [Cl:1][C:2]1[C:3](=[O:15])O[C:5](=[O:14])[C:6]=1[C:7]1[CH:12]=[CH:11][C:10]([Cl:13])=[CH:9][CH:8]=1.[CH3:16][N:17]([C:19]1[CH:24]=[CH:23][CH:22]=[CH:21][CH:20]=1)[NH2:18]>C(Cl)(Cl)Cl>[Cl:1][C:2]1[C:3](=[O:15])[N:18]([N:17]([CH3:16])[C:19]2[CH:24]=[CH:23][CH:22]=[CH:21][CH:20]=2)[C:5](=[O:14])[C:6]=1[C:7]1[CH:8]=[CH:9][C:10]([Cl:13])=[CH:11][CH:12]=1. Reported procedure: 3.65 g (15 mmol) of 3-chloro-4-(4-chlorophenyl)furan-2,5-dione were initially charged in 75 ml of chloroform and, at room temperature, admixed dropwise with stirring with 1.83 g (15 mmol) of N-methyl-N-phenylhydrazine dissolved in 15 ml of chloroform, and the mixture was stirred at room temperature overnight. The mixture was then concentrated under reduced pressure and the residue was taken up in 200 ml of methylene chloride, washed three times with in each case 150 ml of water, dried over sodiu...